From a dataset of the Open Reaction Database (ORD), a public repository of structured organic reaction records. describe an organic reaction: reactants, conditions, products, and yield The reactants are resultant mixture, OC1=C(N=NC(=C1)Cl)Cl (4-hydroxy-3,6-dichloropyridazine), C1(CC1)C1=C(C(=CC=C1)C)O (2-cyclopropyl-6-methylphenol), Cl (hydrochloric acid), C(CCC)N(CCCC)CCCC (tributylamine), [OH-].[K+] (potassium hydroxide). The solvent is CO (methanol). The product is ClC1=CC(=C(N=N1)OC1=C(C=CC=C1C)C1CC1)O (6-chloro-3-(2-cyclopropyl-6-methylphenoxy)-4-pyridazinol). Yield: 56.9%. RXN SMILES: [OH:1][C:2]1[CH:7]=[C:6]([Cl:8])[N:5]=[N:4][C:3]=1Cl.[CH:10]1([C:13]2[CH:18]=[CH:17][CH:16]=[C:15]([CH3:19])[C:14]=2[OH:20])[CH2:12][CH2:11]1.C(N(CCCC)CCCC)CCC.[OH-].[K+].Cl>CO>[Cl:8][C:6]1[N:5]=[N:4][C:3]([O:20][C:14]2[C:15]([CH3:19])=[CH:16][CH:17]=[CH:18][C:13]=2[CH:10]2[CH2:11][CH2:12]2)=[C:2]([OH:1])[CH:7]=1 |f:3.4|. Procedure: To a mixture of 314 mg (purity: 96.0%; 1.83 mmol) of 4-hydroxy-3,6-dichloropyridazine and 828 mg (5.50 mmol) of 2-cyclopropyl-6-methylphenol were added tributylamine (2.76 g) and 334 mg (5.56 mmol) of 95% potassium hydroxide at room temperature. The resultant mixture was heated to 180° C. while stirring, and stirred at that temperature for 4 hours. Then, the resultant reaction mixture was cooled to room temperature, and a 1 N aqueous hydrochloric acid solution and methanol were added to the reac... Reactants: CCCCO, CCN(C(C)C)C(C)C, Clc1ncc[nH]1, Clc1cc(Cl)ncn1. Product: Clc1cc(-n2ccnc2Cl)ncn1. RXN SMILES: [CH2:24]([OH:25])[CH2:26][CH2:27][CH3:28].[CH:15]([N:16]([CH2:17][CH3:18])[CH:19]([CH3:20])[CH3:21])([CH3:22])[CH3:23].[Cl:1][c:2]1[nH:3][cH:4][cH:5][n:6]1.[Cl:7][c:8]1[n:9][cH:10][n:11][c:12]([Cl:14])[cH:13]1>>[Cl:1][c:2]1[n:3](-[c:12]2[n:11][cH:10][n:9][c:8]([Cl:7])[cH:13]2)[cH:4][cH:5][n:6]1. Starting materials: CC#N, Cl, CCC(NC(=O)OC)C1CCC2(CC1)OCCO2. Yields the product CCC(NC(=O)OC)C1CCC(=O)CC1. RXN SMILES: [CH3:20][C:21]#[N:22].[ClH:19].[O:1]1[CH2:3][CH2:2][O:4][C:5]12[CH2:6][CH2:7][CH:8]([CH:11]([CH2:12][CH3:13])[NH:14][C:15]([O:16][CH3:17])=[O:18])[CH2:9][CH2:10]2>>[O:4]=[C:5]1[CH2:6][CH2:7][CH:8]([CH:11]([CH2:12][CH3:13])[NH:14][C:15]([O:16][CH3:17])=[O:18])[CH2:9][CH2:10]1. Starting materials: COC1=CC=C(C=C1)NC1=NC(=NC=C1)N[C@H](C(C)(O)C)C ((3S)-3-[4-(4-methoxy-phenylamino)pyrimidin-2-ylamino]-2-methyl-butan-2-ol), ClC1=C(C=CC=C1)N=C=O (2-chlorophenyl isocyanate), 2-chloroisocyanate. Run in C(Cl)Cl (CH2Cl2), ClC(C)Cl (dichloroethane). Conditions: time 2 hour. Yields the product ClC1=C(C=CC=C1)NC(N(C1=CC=C(C=C1)OC)C1=NC(=NC=C1)N[C@H](C(C)(C)O)C)=O (3-(2-chlorophenyl)-1-{-2-[(1S)-2-hydroxy-1,2-dimethyl-propylamino]-pyrimidin-4-yl}-1-(4-methoxy-phenyl)-urea). RXN SMILES: [CH3:1][O:2][C:3]1[CH:8]=[CH:7][C:6]([NH:9][C:10]2[CH:15]=[CH:14][N:13]=[C:12]([NH:16][C@@H:17]([CH3:22])[C:18]([CH3:21])([OH:20])[CH3:19])[N:11]=2)=[CH:5][CH:4]=1.[Cl:23][C:24]1[CH:29]=[CH:28][CH:27]=[CH:26][C:25]=1[N:30]=[C:31]=[O:32]>ClC(Cl)C.C(Cl)Cl>[Cl:23][C:24]1[CH:29]=[CH:28][CH:27]=[CH:26][C:25]=1[NH:30][C:31](=[O:32])[N:9]([C:10]1[CH:15]=[CH:14][N:13]=[C:12]([NH:16][C@@H:17]([CH3:22])[C:18]([OH:20])([CH3:21])[CH3:19])[N:11]=1)[C:6]1[CH:5]=[CH:4][C:3]([O:2][CH3:1])=[CH:8][CH:7]=1. Procedure details: To a solution of (3S)-3-[4-(4-methoxy-phenylamino)pyrimidin-2-ylamino]-2-methyl-butan-2-ol, 2, (129 mg, 0.427 mmol) in dichloroethane (3 mL) is added 2-chlorophenyl isocyanate (57 μL, 0.469 mmol) dropwise via syringe. The reaction is stirred at room temperature for 2 hours. Additional 2-chloroisocyanate (57 μL, 0.469 mmol) is added and the reaction mixture stirred at room temperature for 16 hours after which the reaction mixture is diluted with CH2Cl2 (30 mL), and washed with saturated aqueous s... The reactants are CCOC(C)=O, [Cl-], O=S(=O)(c1ccc(Cl)cc1)C(c1cc(F)ccc1F)c1cc(N(S(=O)(=O)C(F)(F)F)S(=O)(=O)C(F)(F)F)ncc1Cl, [Li+], [NH4+], C1CCOC1, [OH-], O, O, O=C(O)C(F)(F)F. Yields the product O=S(=O)(c1ccc(Cl)cc1)C(c1cc(F)ccc1F)c1cc(NS(=O)(=O)C(F)(F)F)ncc1Cl. Reaction SMILES: [CH3:60][CH2:61][O:62][C:63](=[O:64])[CH3:65].[Cl-:45].[Cl:1][c:2]1[c:3]([CH:23]([c:24]2[c:25]([F:31])[cH:26][cH:27][c:28]([F:30])[cH:29]2)[S:32](=[O:33])(=[O:34])[c:35]2[cH:36][cH:37][c:38]([Cl:41])[cH:39][cH:40]2)[cH:4][c:5]([N:8]([S:9](=[O:10])(=[O:11])[C:12]([F:13])([F:14])[F:15])[S:16]([C:17]([F:18])([F:19])[F:20])(=[O:21])=[O:22])[n:6][cH:7]1.[Li+:44].[NH4+:46].[O:54]1[CH2:55][CH2:56][CH2:57][CH2:58]1.[OH-:43].[OH2:42].[OH2:59].[OH:47][C:48]([C:49]([F:50])([F:51])[F:52])=[O:53]>>[Cl:1][c:2]1[c:3]([CH:23]([c:24]2[c:25]([F:31])[cH:26][cH:27][c:28]([F:30])[cH:29]2)[S:32](=[O:33])(=[O:34])[c:35]2[cH:36][cH:37][c:38]([Cl:41])[cH:39][cH:40]2)[cH:4][c:5]([NH:8][S:9](=[O:10])(=[O:11])[C:12]([F:13])([F:14])[F:15])[n:6][cH:7]1.